From a dataset of the Open Reaction Database (ORD), a public repository of structured organic reaction records. describe an organic reaction: reactants, conditions, products, and yield Starting materials: ClCC=1OC(=CN1)C1=CC=CC=C1 (2-choromethyl-5-phenyloxazole), C1(=CC=CC=C1)N1CCNCC1 (N-phenylpiperazine), C([O-])([O-])=O.[Na+].[Na+] (sodium carbonate). The solvent is C(C)O (ethanol). Product: C1(=CC=CC=C1)C1=CN=C(O1)CN1CCN(CC1)C1=CC=CC=C1 (1-(5-Phenyl-oxazol-2-ylmethyl)-4-phenylpiperazine). RXN SMILES: Cl[CH2:2][C:3]1[O:4][C:5]([C:8]2[CH:13]=[CH:12][CH:11]=[CH:10][CH:9]=2)=[CH:6][N:7]=1.[C:14]1([N:20]2[CH2:25][CH2:24][NH:23][CH2:22][CH2:21]2)[CH:19]=[CH:18][CH:17]=[CH:16][CH:15]=1.C(=O)([O-])[O-].[Na+].[Na+]>C(O)C>[C:8]1([C:5]2[O:4][C:3]([CH2:2][N:23]3[CH2:24][CH2:25][N:20]([C:14]4[CH:19]=[CH:18][CH:17]=[CH:16][CH:15]=4)[CH2:21][CH2:22]3)=[N:7][CH:6]=2)[CH:13]=[CH:12][CH:11]=[CH:10][CH:9]=1 |f:2.3.4|. Procedure details: A solution of 2-choromethyl-5-phenyloxazole (3.87 g; 0.02 mole) and N-phenylpiperazine (3.25 g; 0.02 mole) in absolute ethanol (60 ml) was boiled and stirred with finely powdered anhydrous sodium carbonate (5 g) for 6 hours.